Dataset: the Open Reaction Database (ORD), a public repository of structured organic reaction records. Task: describe an organic reaction: reactants, conditions, products, and yield Reported procedure: A solution of sodium hydroxide 0.24 g) and ethyl 2-[2-(1,1-dimethylethyl)pyrimidin-5-yl]-3-methylbut-2-enoate (0.4 g) in isopropanol (10 cm3) and water (2 cm3) was heated to the reflux temperature for a period of 3 hours. After cooling to the ambient temperature the crude reaction mixture was concentrated by evaporation of the solvent under reduced pressure, and the residue was dissolved in water, and extracted with ethyl acetate. The aqueous portion was acidified with dilute hydrochloric acid, ... Run in C(C)(C)O (isopropanol), O (water). Yields the product CC(C)(C)C1=NC=C(C=N1)C(C(=O)O)=C(C)C (2-[2-(1,1-dimethylethyl)pyrimidin-5-yl]-3-methylbut-2-enoic acid). Reactants: [OH-].[Na+] (sodium hydroxide), CC(C)(C)C1=NC=C(C=N1)C(C(=O)OCC)=C(C)C (ethyl 2-[2-(1,1-dimethylethyl)pyrimidin-5-yl]-3-methylbut-2-enoate). Reaction SMILES: [OH-].[Na+].[CH3:3][C:4]([C:7]1[N:12]=[CH:11][C:10]([C:13](=[C:19]([CH3:21])[CH3:20])[C:14]([O:16]CC)=[O:15])=[CH:9][N:8]=1)([CH3:6])[CH3:5]>C(O)(C)C.O>[CH3:6][C:4]([C:7]1[N:8]=[CH:9][C:10]([C:13](=[C:19]([CH3:21])[CH3:20])[C:14]([OH:16])=[O:15])=[CH:11][N:12]=1)([CH3:3])[CH3:5] |f:0.1|. Yields the product C(CCC)C1=NC2=C(N1CC1=CC=C(C=C1)C=1C(=CC=CC1)C(=O)O)C(=CC=C2C)OCCCN2C=NC=C2 (4'-[[2-n-Butyl-7-[3-(imidazol-1-yl)-propyloxy]-4-methyl-benzimidazol-1-yl]-methyl]-biphenyl-2-carboxylic acid). Procedure details: Prepared analogously to Example 1 from tert.-butyl 4'-[[2-n-butyl-7-[3-(imidazol-1-yl)-propyloxy]-4-methyl-benzimidazol-1-yl]-methyl]-biphenyl-2-carboxylate and trifluoroacetic acid in methylene chloride. Solvent: C(Cl)Cl (methylene chloride). Reaction SMILES: [CH2:1]([C:5]1[N:9]([CH2:10][C:11]2[CH:16]=[CH:15][C:14]([C:17]3[C:18]([C:23]([O:25]C(C)(C)C)=[O:24])=[CH:19][CH:20]=[CH:21][CH:22]=3)=[CH:13][CH:12]=2)[C:8]2[C:30]([O:35][CH2:36][CH2:37][CH2:38][N:39]3[CH:43]=[CH:42][N:41]=[CH:40]3)=[CH:31][CH:32]=[C:33]([CH3:34])[C:7]=2[N:6]=1)[CH2:2][CH2:3][CH3:4].FC(F)(F)C(O)=O>C(Cl)Cl>[CH2:1]([C:5]1[N:9]([CH2:10][C:11]2[CH:12]=[CH:13][C:14]([C:17]3[C:18]([C:23]([OH:25])=[O:24])=[CH:19][CH:20]=[CH:21][CH:22]=3)=[CH:15][CH:16]=2)[C:8]2[C:30]([O:35][CH2:36][CH2:37][CH2:38][N:39]3[CH:43]=[CH:42][N:41]=[CH:40]3)=[CH:31][CH:32]=[C:33]([CH3:34])[C:7]=2[N:6]=1)[CH2:2][CH2:3][CH3:4]. Starting materials: C(CCC)C1=NC2=C(N1CC1=CC=C(C=C1)C=1C(=CC=CC1)C(=O)OC(C)(C)C)C(=CC=C2C)OCCCN2C=NC=C2 (tert.-butyl 4'-[[2-n-butyl-7-[3-(imidazol-1-yl)-propyloxy]-4-methyl-benzimidazol-1-yl]-methyl]-biphenyl-2-carboxylate), FC(C(=O)O)(F)F (trifluoroacetic acid). Starting materials: CC(=O)[O-], CO, Cl, NO, [Na+], O, CC1CN(c2cccc3cc(F)ccc23)CCN1CCC1OCCc2cc(N=C(c3ccccc3)c3ccccc3)ccc21. The product is CC1CN(c2cccc3cc(F)ccc23)CCN1CCC1OCCc2cc(N)ccc21. As a reaction SMILES: [CH3:46][C:47](=[O:48])[O-:49].[CH3:54][OH:55].[ClH:50].[NH2:51][OH:52].[Na+:45].[OH2:53].[c:1]1([C:2]([c:3]2[cH:4][cH:5][cH:6][cH:7][cH:39]2)=[N:8][c:9]2[cH:10][cH:11][c:12]3[c:13]([cH:38]2)[CH2:14][CH2:15][O:16][CH:17]3[CH2:18][CH2:19][N:20]2[CH:21]([CH3:37])[CH2:22][N:23]([c:26]3[cH:27][cH:28][cH:29][c:30]4[cH:31][c:32]([F:36])[cH:33][cH:34][c:35]34)[CH2:24][CH2:25]2)[cH:40][cH:41][cH:42][cH:43][cH:44]1>>[NH2:8][c:9]1[cH:10][cH:11][c:12]2[c:13]([cH:38]1)[CH2:14][CH2:15][O:16][CH:17]2[CH2:18][CH2:19][N:20]1[CH:21]([CH3:37])[CH2:22][N:23]([c:26]2[cH:27][cH:28][cH:29][c:30]3[cH:31][c:32]([F:36])[cH:33][cH:34][c:35]23)[CH2:24][CH2:25]1. Starting materials: C(C)OC([C@@]([C@H](O)[C@@H]1OC(OC1)(C)C)(C)O)=O ((2S,3R)-3-[(4R)-2,2-Dimethyl-[1,3]-dioxolan-4-yl]-2,3-dihydroxy-2-methyl-propionic acid ethyl ester), C(=O)(C1=CC=CC=C1)Cl (BzCl). The solvent is N1=CC=CC=C1 (pyridine), N1=CC=CC=C1 (pyridine). Conditions: time 2 hour. Product: C(C)OC([C@@]([C@H](OC(C1=CC=CC=C1)=O)[C@@H]1OC(OC1)(C)C)(C)O)=O ((2S,3R)-3-[(4R)-2,2-Dimethyl-[1,3]-dioxolan-4-yl]-3-benzoyloxy-2-hydroxy-2-methylpropionic acid ethyl ester). Isolated yield 70.8%. Reaction SMILES: [CH2:1]([O:3][C:4](=[O:17])[C@:5]([OH:16])([CH3:15])[C@@H:6]([C@H:8]1[CH2:12][O:11][C:10]([CH3:14])([CH3:13])[O:9]1)[OH:7])[CH3:2].[C:18](Cl)([C:20]1[CH:25]=[CH:24][CH:23]=[CH:22][CH:21]=1)=[O:19]>N1C=CC=CC=1>[CH2:1]([O:3][C:4](=[O:17])[C@:5]([OH:16])([CH3:15])[C@@H:6]([C@H:8]1[CH2:12][O:11][C:10]([CH3:13])([CH3:14])[O:9]1)[O:7][C:18](=[O:19])[C:20]1[CH:25]=[CH:24][CH:23]=[CH:22][CH:21]=1)[CH3:2]. Procedure details: To a solution of compound 42 (245 mg, 0.99 mmol) in dry pyridine (3 mL) is added dropwise a solution of BzCl (300 mg, 2.1 mmol) in pyridine (1 mL). After the mixture is stirred at room temperature for 2 h, the reaction is quenched with H2O (1 mL). The mixture is concentrated to dryness and the residue is partitioned between CH2Cl2 and sat. NaHCO3 solution. The organic phase is dried (anh. Na2SO4), filtered and concentrated. The residue is purified by silica gel column chromatography with 5% EtOA...